Dataset: the Open Reaction Database (ORD), a public repository of structured organic reaction records. Task: describe an organic reaction: reactants, conditions, products, and yield The reactants are ClCC(=O)C1=CC=2C[C@H]3N(C2C=C1)C(O[C@@H]3CNC(C)=O)=O ((1R,9aR) N-[(7-Chloroacetyl-9,9a-dihydro-3-oxo-1H,3H-oxazolo[3,4-a]indol-1-yl)methyl]acetamide), [N-]=[N+]=[N-].[Na+] (sodium azide), CC(=O)C (Acetone). Run in O1CCCC1 (tetrahydrofuran), C(Cl)Cl.CO (methylene chloride methanol), CO.C(C)(=O)OCC (methanol ethyl acetate). The product is N(=[N+]=[N-])CC(=O)C1=CC=2C[C@H]3N(C2C=C1)C(O[C@@H]3CNC(C)=O)=O ((1R,9aR) N-[(7-Azidoacetyl-9,9a-dihydro-3-oxo-1H,3H-oxazolo [3,4-a]indol-1-yl)methyl]acetamide). Reaction SMILES: Cl[CH2:2][C:3]([C:5]1[CH:13]=[CH:12][C:11]2[N:10]3[C:14](=[O:22])[O:15][C@H:16]([CH2:17][NH:18][C:19](=[O:21])[CH3:20])[C@H:9]3[CH2:8][C:7]=2[CH:6]=1)=[O:4].[N-:23]=[N+:24]=[N-:25].[Na+].CC(C)=O>O1CCCC1.C(Cl)Cl.CO.CO.C(OCC)(=O)C>[N:23]([CH2:2][C:3]([C:5]1[CH:13]=[CH:12][C:11]2[N:10]3[C:14](=[O:22])[O:15][C@H:16]([CH2:17][NH:18][C:19](=[O:21])[CH3:20])[C@H:9]3[CH2:8][C:7]=2[CH:6]=1)=[O:4])=[N+:24]=[N-:25] |f:1.2,5.6,7.8|. Procedure: A mixture of (+/-)-(1S,9aS),(1R,9aR) N-[(7-chloroacetyl-9,9a-dihydro-3-oxo-1H,3H-oxazolo[3,4-a]indol-1-yl)methyl]acetamide (EXAMPLE 46, 43 mg) and sodium azide (82 mg) are stirred in aqueous tetrahydrofuran (66%) for 3 days. Acetone (1 ml) is added and the mixture was heated in an oil bath (38°-50°) for 8 hours then concentrated to an aqueous layer and extracted with ethylacetate (6×2 ml). The combined organic layers are dried over magnesium sulfate and concentrated to provide the product as as ... The reactants are C(C1=CC=CC=C1)(=O)CC(=O)OCC (Ethyl benzoylacetate), FC1=CC=C(C=C1)N1CCNCC1 (4-fluorophenylpiperazine), 1,1′-carbodiimidazole, [OH-].[NH4+] (ammonium hydroxide), [BH4-].[Na+] (sodium borohydride), O1CCCC1 (tetrahydrofuran). Run in C1(=CC=CC=C1)C (toluene), O (water). Reaction conditions: temperature 0 celsius, time 2 hour. Product: FC1=CC=C(C=C1)N1CCN(CC1)C(CC(C1=CC=CC=C1)OC(N)=O)=O (Carbamic acid 3-[4-(4-fluoro-phenyl)-piperazin-1-yl]-3-oxo-1-phenyl-propyl ester). RXN SMILES: [C:1]([CH2:9][C:10]([O:12]CC)=O)(=[O:8])[C:2]1[CH:7]=[CH:6][CH:5]=[CH:4][CH:3]=1.[F:15][C:16]1[CH:21]=[CH:20][C:19]([N:22]2[CH2:27][CH2:26][NH:25][CH2:24][CH2:23]2)=[CH:18][CH:17]=1.[BH4-].[Na+].[OH-].[NH4+:31].[O:32]1[CH2:36]CCC1>C1(C)C=CC=CC=1.O>[F:15][C:16]1[CH:17]=[CH:18][C:19]([N:22]2[CH2:27][CH2:26][N:25]([C:10](=[O:12])[CH2:9][CH:1]([O:8][C:36](=[O:32])[NH2:31])[C:2]3[CH:3]=[CH:4][CH:5]=[CH:6][CH:7]=3)[CH2:24][CH2:23]2)=[CH:20][CH:21]=1 |f:2.3,4.5|. Procedure: Ethyl benzoylacetate (2.887 mmol) and 4-fluorophenylpiperazine (2.887 mmol) were dissolved in toluene, and refluxed for 24 hours. The resulting reaction mixture was concentrated under a reduced pressure, and dissolved in methanol, and cooled to 0° C., and sodium borohydride (2.887 mmol) was then added dropwise to the resulting mixture. The resulting mixture was stirred at a room temperature for 2 hours, concentrated under a reduced pressure, diluted with water, and then extracted several times w... Reactants: CC(C)(C)OC(=O)N1CCN(c2nccnc2-c2ccc(Cl)cc2)CC1, ClCCl, Cl. Yields the product Clc1ccc(-c2nccnc2N2CCNCC2)cc1. RXN SMILES: [C:1]([O:2][C:3](=[O:4])[N:8]1[CH2:9][CH2:10][N:11]([c:14]2[n:15][cH:16][cH:17][n:18][c:19]2-[c:20]2[cH:21][cH:22][c:23]([Cl:26])[cH:24][cH:25]2)[CH2:12][CH2:13]1)([CH3:5])([CH3:6])[CH3:7].[Cl:28][CH2:29][Cl:30].[ClH:27]>>[NH:8]1[CH2:9][CH2:10][N:11]([c:14]2[n:15][cH:16][cH:17][n:18][c:19]2-[c:20]2[cH:21][cH:22][c:23]([Cl:26])[cH:24][cH:25]2)[CH2:12][CH2:13]1. Reactants: O=C1CCC(=O)N1I, Nc1ccc(Cl)nc1, CN(C)C=O, O. Product: Nc1ccc(Cl)nc1I. As a reaction SMILES: [I:9][N:10]1[C:11](=[O:12])[CH2:13][CH2:14][C:15]1=[O:16].[NH2:1][c:2]1[cH:3][cH:4][c:5]([Cl:8])[n:6][cH:7]1.[O:18]=[CH:19][N:20]([CH3:21])[CH3:22].[OH2:17]>>[NH2:1][c:2]1[cH:3][cH:4][c:5]([Cl:8])[n:6][c:7]1[I:9].